This data is from the Open Reaction Database (ORD), a public repository of structured organic reaction records. The task is: describe an organic reaction: reactants, conditions, products, and yield The reactants are ClC=1C=C(OC=2C=C3C(=NNC3=CC2)I)C=CC1 (5-(3-chlorophenoxy)-3-iodo-1H-indazole), CC(C)(C)[O-].[K+] (KOtBu), ClC=1C=C(OC=2C=C3C(=NN(C3=CC2)C)I)C=CC1 (5-(3-chlorophenoxy)-3-iodo-1-methyl-1H-indazole), CI (MeI). Solvent: C1CCOC1 (THF). Run at temperature 0 celsius, time 30 minute. The product is ClC=1C=C(OC2=CC3=C(N(N=C3C=C2)C)I)C=CC1 (5-(3-chlorophenoxy)-3-iodo-2-methyl-2H-indazole). The yield is 15.9%. Reaction SMILES: [Cl:1][C:2]1[CH:3]=[C:4]([CH:16]=[CH:17][CH:18]=1)[O:5][C:6]1[CH:7]=[C:8]2[C:12](=[CH:13][CH:14]=1)[NH:11][N:10]=[C:9]2[I:15].[CH3:19]C([O-])(C)C.[K+].CI.ClC1C=C(C=CC=1)OC1C=C2C(=CC=1)N(C)N=C2I>C1COCC1>[Cl:1][C:2]1[CH:3]=[C:4]([CH:16]=[CH:17][CH:18]=1)[O:5][C:6]1[CH:14]=[CH:13][C:12]2[C:8](=[C:9]([I:15])[N:10]([CH3:19])[N:11]=2)[CH:7]=1 |f:1.2|. Procedure: To a solution of 5-(3-chlorophenoxy)-3-iodo-1H-indazole (194 mg, 524 μmol) in THF (5 mL) at 0° C. was added KOtBu (82.2 mg, 733 μmol) and the mixture stirred at 0° C. for 30 min. MeI (104 mg, 45.8 μL, 733 μmol) was added. The reaction mixture was stirred at 0° C. for 30 min then warmed to 25° C. and stirred for 1.5 h. The reaction mixture was quenched with saturated ammonium chloride in water and extracted with dichloromethane. The combined organics were dried over MgSO4 and concentrated to a cl... The reactants are CC(=O)[O-], CC(=O)OC(C)=O, N, [Na+], O=[N+]([O-])O, O=S(=O)(O)O, O=Cc1c[nH]nc1-c1ccco1. Product: O=Cc1c[nH]nc1-c1ccc([N+](=O)[O-])o1. As a reaction SMILES: [CH3:30][C:31](=[O:32])[O-:33].[CH3:5][C:6]([O:7][C:8](=[O:9])[CH3:10])=[O:11].[NH3:34].[Na+:29].[OH:1][N+:2]([O-:3])=[O:4].[S:12](=[O:13])(=[O:14])([OH:15])[OH:16].[o:17]1[c:18](-[c:22]2[n:23][nH:24][cH:25][c:26]2[CH:27]=[O:28])[cH:19][cH:20][cH:21]1>>[O-:1][N+:2](=[O:4])[c:21]1[o:17][c:18](-[c:22]2[n:23][nH:24][cH:25][c:26]2[CH:27]=[O:28])[cH:19][cH:20]1.